From a dataset of the Open Reaction Database (ORD), a public repository of structured organic reaction records. describe an organic reaction: reactants, conditions, products, and yield Starting materials: IC (Iodomethane), CN(C)CC1=CNC2=CC=C(C=C12)CCS(=O)(=O)N(C)C (3-[(Dimethylamino)methyl]-N,N-dimethyl-1H-indole-5-ethanesulphonamide), [C-]#N.[K+] (Potassium cyanide). Solvent: CS(=O)C (dimethylsulphoxide). Conditions: time 10 minute. Product: C(#N)CC1=CNC2=CC=C(C=C12)CCS(=O)(=O)N(C)C (3-(Cyanomethyl)-N,N-dimethyl-1H-indole-5-ethanesulphonamide). Yield: 51.1%. RXN SMILES: IC.CN([CH2:6][C:7]1[C:15]2[C:10](=[CH:11][CH:12]=[C:13]([CH2:16][CH2:17][S:18]([N:21]([CH3:23])[CH3:22])(=[O:20])=[O:19])[CH:14]=2)[NH:9][CH:8]=1)C.[C-:24]#[N:25].[K+]>CS(C)=O>[C:24]([CH2:6][C:7]1[C:15]2[C:10](=[CH:11][CH:12]=[C:13]([CH2:16][CH2:17][S:18]([N:21]([CH3:22])[CH3:23])(=[O:19])=[O:20])[CH:14]=2)[NH:9][CH:8]=1)#[N:25] |f:2.3|. Reported procedure: Iodomethane (1.1 ml) was added to a stirred solution of the product of Stage (iii) (2.7 g) in dry dimethylsulphoxide (30 ml) and the resulting solution stirred at room temperature for 10 min. Potassium cyanide (2.7 g) was added, and the resulting mixture stirred at room temperature overnight. The mixture was partitioned between sodium carbonate, (2N, 300 ml) and ethyl acetate (2×100 ml). The combined extracts were dried (Na2SO4) and evaporated in vacuo to give an oil which was purified by `flash... Reactants: BrCCCS(=NC(C1=CN=CC(=C1)C#CC1=CC(=CC=C1)NC(=O)C=1OC=CC1C)=O)(C1=CC=CC=C1)=O (N-[(3-bromopropyl)(oxido)phenyl--sulfanylidene]-5-({3-[(3-methyl-2-furoyl)amino]phenyl}ethynyl)nicotinamide), CNC[C@H](O)[C@@H](O)[C@@H](O)[C@H](O)CO (1-deoxy-1-(methylamino)-D-galactitol). Yields the product CC1=C(OC=C1)C(=O)NC=1C=C(C=CC1)C#CC=1C=NC=C(C(=O)N=S(C2=CC=CC=C2)(=O)CCCN(C[C@@H]([C@H]([C@H]([C@@H](CO)O)O)O)O)C)C1 (5-({3-[(3-methyl-2-furoyl)amino]phenyl}ethynyl)-N-[(3-{methyl[(2S,3R,4S,5R)-2,3,4,5,6-pentahydroxyhexyl]amino}propyl)(oxido)phenyl--sulfanylidene]nicotinamide). As a reaction SMILES: Br[CH2:2][CH2:3][CH2:4][S:5](=[O:38])([C:32]1[CH:37]=[CH:36][CH:35]=[CH:34][CH:33]=1)=[N:6][C:7](=[O:31])[C:8]1[CH:13]=[C:12]([C:14]#[C:15][C:16]2[CH:21]=[CH:20][CH:19]=[C:18]([NH:22][C:23]([C:25]3[O:26][CH:27]=[CH:28][C:29]=3[CH3:30])=[O:24])[CH:17]=2)[CH:11]=[N:10][CH:9]=1.[CH3:39][NH:40][CH2:41][C@@H:42]([C@H:44]([C@H:46]([C@@H:48]([CH2:50][OH:51])[OH:49])[OH:47])[OH:45])[OH:43]>>[CH3:30][C:29]1[CH:28]=[CH:27][O:26][C:25]=1[C:23]([NH:22][C:18]1[CH:17]=[C:16]([C:15]#[C:14][C:12]2[CH:11]=[N:10][CH:9]=[C:8]([CH:13]=2)[C:7]([N:6]=[S:5]([CH2:4][CH2:3][CH2:2][N:40]([CH3:39])[CH2:41][C@H:42]([OH:43])[C@@H:44]([OH:45])[C@@H:46]([OH:47])[C@H:48]([OH:49])[CH2:50][OH:51])(=[O:38])[C:32]2[CH:33]=[CH:34][CH:35]=[CH:36][CH:37]=2)=[O:31])[CH:21]=[CH:20][CH:19]=1)=[O:24]. Procedure: In a manner similar to that described for Example 508, N-[(3-bromopropyl)(oxido)phenyl--sulfanylidene]-5-({3-[(3-methyl-2-furoyl)amino]phenyl}ethynyl)nicotinamide and 1-deoxy-1-(methylamino)-D-galactitol were converted to the title compound. Reactants: COc1cc(C#N)c([N+](=O)[O-])cc1OCc1ccccc1, O=C(O)C(F)(F)F. The product is COc1cc(C#N)c([N+](=O)[O-])cc1O. RXN SMILES: [N+:1](=[O:2])([O-:3])[c:4]1[c:5]([C:6]#[N:7])[cH:8][c:9]([O:20][CH3:21])[c:10]([O:12][CH2:13][c:14]2[cH:15][cH:16][cH:17][cH:18][cH:19]2)[cH:11]1.[OH:22][C:23]([C:24]([F:25])([F:26])[F:27])=[O:28]>>[N+:1](=[O:2])([O-:3])[c:4]1[c:5]([C:6]#[N:7])[cH:8][c:9]([O:20][CH3:21])[c:10]([OH:12])[cH:11]1. Reactants: C(C1=CC=CC=C1)(C1=CC=CC=C1)(C1=CC=CC=C1)OC[C@H](CCC(C=C)(O)C=C)O ((2S)-1-(trityloxy)-5-vinyl-6-heptene-2,5-diol), C=1(C(=CC=CC1)S(=O)(=O)Cl)C (toluenesulfonyl chloride), O (water). Run in N1=CC=CC=C1 (pyridine). Run at temperature 80 celsius, time 8 hour. Product: C(C1=CC=CC=C1)(C1=CC=CC=C1)(C1=CC=CC=C1)OC[C@H]1CCC(O1)(C=C)C=C ((5R)-5-[(trityloxy)methyl]-2,2-divinyltetrahydrofuran). Yield: 47.3%. RXN SMILES: [C:1]([O:20][CH2:21][C@@H:22]([OH:31])[CH2:23][CH2:24][C:25]([CH:29]=[CH2:30])(O)[CH:26]=[CH2:27])([C:14]1[CH:19]=[CH:18][CH:17]=[CH:16][CH:15]=1)([C:8]1[CH:13]=[CH:12][CH:11]=[CH:10][CH:9]=1)[C:2]1[CH:7]=[CH:6][CH:5]=[CH:4][CH:3]=1.C1(C)C(S(Cl)(=O)=O)=CC=CC=1.O>N1C=CC=CC=1>[C:1]([O:20][CH2:21][C@@H:22]1[O:31][C:25]([CH:26]=[CH2:27])([CH:29]=[CH2:30])[CH2:24][CH2:23]1)([C:14]1[CH:19]=[CH:18][CH:17]=[CH:16][CH:15]=1)([C:2]1[CH:7]=[CH:6][CH:5]=[CH:4][CH:3]=1)[C:8]1[CH:13]=[CH:12][CH:11]=[CH:10][CH:9]=1. Procedure: 13.0 g of (2S)-1-(trityloxy)-5-vinyl-6-heptene-2,5-diol and 57.2 g of toluenesulfonyl chloride were dissolved in 200 ml pyridine, and stirred at 80° C. overnight. After the reaction was completed, water was added thereto, and it was stirred at room temperature for 10 min. After extracting twice with ethyl acetate, washed with brine, and dried over magnesium sulfate. The solvent was removed, and the resulting residue was dissolved in toluene. After the solvent was removed again, the resulting res... Starting materials: C(C)(=O)OCC (ethyl acetate), C(#N)C=1C=C(C=CC1)O (3-cyanophenol), C([O-])([O-])=O.[K+].[K+] (potassium carbonate), ClC[C@H](CC1=CC=C(OC2CN(CCC2)C(=O)OCC2=CC=CC=C2)C=C1)NC(=O)OC(C)(C)C (benzyl 3-[4-[(2S)-3-chloro-2-(t-butoxycarbonylamino)propyl]phenoxy]piperidine-1-carboxylate), CN(C=O)C (dimethylformamide). Run at temperature 70 celsius, time 15 hour. The product is C(C1=CC=CC=C1)OC(=O)N1CCC(CC1)OC1=CC=C(C=C1)C[C@@H](COC=1C=C(C#N)C=CC1)NC(=O)OC(C)(C)C (3-[(2S)-3-[4-[1-(benzyloxycarbonyl)-4-piperidyloxy]phenyl]-2-(t-butoxycarbonylamino)propoxy]benzonitrile). RXN SMILES: Cl[CH2:2][C@@H:3]([NH:28][C:29]([O:31][C:32]([CH3:35])([CH3:34])[CH3:33])=[O:30])[CH2:4][C:5]1[CH:27]=[CH:26][C:8]([O:9][CH:10]2[CH2:15][CH2:14]CN(C(OCC3C=CC=CC=3)=O)[CH2:11]2)=[CH:7][CH:6]=1.[C:36]([C:38]1[CH:39]=[C:40]([OH:44])[CH:41]=[CH:42][CH:43]=1)#[N:37].C(=O)([O-])[O-].[K+].[K+].[C:51]([O:54][CH2:55][CH3:56])(=[O:53])C.C[N:58]([CH3:61])C=O>>[CH2:55]([O:54][C:51]([N:58]1[CH2:61][CH2:11][CH:10]([O:9][C:8]2[CH:7]=[CH:6][C:5]([CH2:4][C@H:3]([NH:28][C:29]([O:31][C:32]([CH3:33])([CH3:34])[CH3:35])=[O:30])[CH2:2][O:44][C:40]3[CH:39]=[C:38]([CH:43]=[CH:42][CH:41]=3)[C:36]#[N:37])=[CH:27][CH:26]=2)[CH2:15][CH2:14]1)=[O:53])[C:56]1[CH:6]=[CH:5][CH:4]=[CH:3][CH:2]=1 |f:2.3.4|. Reported procedure: 6.4 g (12.7 mmol) of benzyl 3-[4-[(2S)-3-chloro-2-(t-butoxycarbonylamino)propyl]phenoxy]piperidine-1-carboxylate was dissolved in 70 ml of dimethylformamide. 2.27 g (19.1 mmol) of 3-cyanophenol and 3.51 g (25.4 mmol) of potassium carbonate were added to the solution, and they were stirred at 70° C. for 15 hours. After the treatment with ethyl acetate as the extractant in an ordinary manner, the crude product was obtained, which was purified by the silica gel column chromatography to obtain the t...